From a dataset of the Open Reaction Database (ORD), a public repository of structured organic reaction records. describe an organic reaction: reactants, conditions, products, and yield Product: FC=1C=C2C(C(N(C2=CC1NC(C1=CN=CC=C1)=O)C)=O)(C)C (N-(5-fluoro-1,3,3-trimethyl-2-oxoindolin-6-yl)nicotinamide). The reactants are NC1=C(C=C2C(C(N(C2=C1)C)=O)(C)C)F (6-amino-5-fluoro-1,3,3-trimethylindolin-2-one), C(C1=CN=CC=C1)(=O)O (nicotinic acid). Reported procedure: Prepared in analogy to example 17 from 6-amino-5-fluoro-1,3,3-trimethylindolin-2-one (example 20 f) and nicotinic acid. The title compound was obtained as off-white solid. Reaction SMILES: [NH2:1][C:2]1[CH:10]=[C:9]2[C:5]([C:6]([CH3:14])([CH3:13])[C:7](=[O:12])[N:8]2[CH3:11])=[CH:4][C:3]=1[F:15].[C:16](O)(=[O:23])[C:17]1[CH:22]=[CH:21][CH:20]=[N:19][CH:18]=1>>[F:15][C:3]1[CH:4]=[C:5]2[C:9](=[CH:10][C:2]=1[NH:1][C:16](=[O:23])[C:17]1[CH:22]=[CH:21][CH:20]=[N:19][CH:18]=1)[N:8]([CH3:11])[C:7](=[O:12])[C:6]2([CH3:13])[CH3:14]. Starting materials: O=C([O-])[O-], CCCCc1nc(C)[nH]c(=O)c1Cc1ccc(-c2ccccc2C#N)cc1, CN(C)C=O, CCOC(C)=O, Cc1nc(CCl)cs1, Cl, [K+], [K+]. Yields the product CCCCc1nc(C)n(Cc2csc(C)n2)c(=O)c1Cc1ccc(-c2ccccc2C#N)cc1. As a reaction SMILES: [C:28](=[O:29])([O-:30])[O-:31].[CH2:1]([CH2:2][CH2:3][CH3:4])[c:5]1[n:6][c:7]([CH3:27])[nH:8][c:9](=[O:26])[c:10]1[CH2:11][c:12]1[cH:13][cH:14][c:15](-[c:18]2[c:19]([C:24]#[N:25])[cH:20][cH:21][cH:22][cH:23]2)[cH:16][cH:17]1.[CH3:43][N:44]([CH3:45])[CH:46]=[O:47].[CH3:48][CH2:49][O:50][C:51](=[O:52])[CH3:53].[Cl:35][CH2:36][c:37]1[n:38][c:39]([CH3:42])[s:40][cH:41]1.[ClH:34].[K+:32].[K+:33]>>[CH2:1]([CH2:2][CH2:3][CH3:4])[c:5]1[n:6][c:7]([CH3:27])[n:8]([CH2:36][c:37]2[n:38][c:39]([CH3:42])[s:40][cH:41]2)[c:9](=[O:26])[c:10]1[CH2:11][c:12]1[cH:13][cH:14][c:15](-[c:18]2[c:19]([C:24]#[N:25])[cH:20][cH:21][cH:22][cH:23]2)[cH:16][cH:17]1. Reactants: [H-].[Na+] (sodium hydride), [Cl-].[NH4+] (ammonium chloride), ClC1=NC=NC(=C1F)Cl (4,6-dichloro-5-fluoropyrimidine), C(C)C1NCCCC1 (2-ethylpiperidine). Solvent: O1CCCC1 (tetrahydrofuran), O1CCCC1 (tetrahydrofuran), O1CCCC1 (tetrahydrofuran). Run at time 10 minute. Product: ClC1=NC=NC(=C1F)N1C(CCCC1)CC (4-chloro-6-(2-ethylpiperidino)-5-fluoropyrimidine). Isolated yield 75.4%. Reaction SMILES: [H-].[Na+].[CH2:3]([CH:5]1[CH2:10][CH2:9][CH2:8][CH2:7][NH:6]1)[CH3:4].[Cl:11][C:12]1[C:17]([F:18])=[C:16](Cl)[N:15]=[CH:14][N:13]=1.[Cl-].[NH4+]>O1CCCC1>[Cl:11][C:12]1[C:17]([F:18])=[C:16]([N:6]2[CH2:7][CH2:8][CH2:9][CH2:10][CH:5]2[CH2:3][CH3:4])[N:15]=[CH:14][N:13]=1 |f:0.1,4.5|. Procedure: 0.07 g of sodium hydride (60% oil suspension) was suspended in 3 ml of tetrahydrofuran. 1 ml of tetrahydrofuran solution of 0.14 g of 2-ethylpiperidine was added dropwise at room temperature therein slowly, and the mixture was stirred for 10 minutes. Into the mixture was added dropwise 1 ml of tetrahydrofuran solution of 0.2 g of 4,6-dichloro-5-fluoropyrimidine at room temperature, and stirred for 4 hours. The reaction mixture was poured into a saturated ammonium chloride aqueous solution, and t...